This data is from the Open Reaction Database (ORD), a public repository of structured organic reaction records. The task is: describe an organic reaction: reactants, conditions, products, and yield The reactants are N(=[N+]=[N-])CCOC1=CC=C(C=C1)C(=C(C(F)(F)F)C1=CC=C(C=C1)F)C1=CC=CC=C1 (1-[4-(2-azidoethoxy)-phenyl]-1-phenyl-3,3,3-trifluoro-2-(4-fluorophenyl)propene). The reagents and catalysts are [Pd] (palladium-on-carbon). The solvent is CO (methanol). Yields the product NCCOC1=CC=C(C=C1)C(=C(C(F)(F)F)C1=CC=C(C=C1)F)C1=CC=CC=C1 (1-[4-(2-aminoethoxy)-phenyl]-1-phenyl-3,3,3-trifluoro-2-(4-fluorophenyl)-propene). The yield is 56.2%. Reaction SMILES: [N:1]([CH2:4][CH2:5][O:6][C:7]1[CH:12]=[CH:11][C:10]([C:13]([C:26]2[CH:31]=[CH:30][CH:29]=[CH:28][CH:27]=2)=[C:14]([C:19]2[CH:24]=[CH:23][C:22]([F:25])=[CH:21][CH:20]=2)[C:15]([F:18])([F:17])[F:16])=[CH:9][CH:8]=1)=[N+]=[N-]>CO.[Pd]>[NH2:1][CH2:4][CH2:5][O:6][C:7]1[CH:12]=[CH:11][C:10]([C:13]([C:26]2[CH:27]=[CH:28][CH:29]=[CH:30][CH:31]=2)=[C:14]([C:19]2[CH:24]=[CH:23][C:22]([F:25])=[CH:21][CH:20]=2)[C:15]([F:16])([F:17])[F:18])=[CH:9][CH:8]=1. Procedure details: A solution of 8.54 g (20 mmoles) of 1-[4-(2-azidoethoxy)-phenyl]-1-phenyl-3,3,3-trifluoro-2-(4-fluorophenyl)propene, prepared as described in Example 15, in 170 ml of methanol is hydrogenated for about one hour in the presence of 0.9 g of a 5% palladium-on-carbon catalyst. The solution is evaporated and the product is crystallized from hexane. 4.51 g (56.4%) of the title compound are obtained; m.p.: 83°-89° C. The reactants are NC1=CC=C2C(C(N(C2=C1)CCCOC1CC1)=O)(C)C (6-amino-1-(3-cyclopropoxypropyl)-3,3-dimethylindolin-2-one), FC1=C(C(=O)O)C=CN=C1 (3-fluoroisonicotinic acid). Product: C1(CC1)OCCCN1C(C(C2=CC=C(C=C12)NC(C1=C(C=NC=C1)F)=O)(C)C)=O (N-(1-(3-Cyclopropoxypropyl)-3,3-dimethyl-2-oxoindolin-6-yl)-3-fluoroisonicotinamide). As a reaction SMILES: [NH2:1][C:2]1[CH:10]=[C:9]2[C:5]([C:6]([CH3:20])([CH3:19])[C:7](=[O:18])[N:8]2[CH2:11][CH2:12][CH2:13][O:14][CH:15]2[CH2:17][CH2:16]2)=[CH:4][CH:3]=1.[F:21][C:22]1[CH:30]=[N:29][CH:28]=[CH:27][C:23]=1[C:24](O)=[O:25]>>[CH:15]1([O:14][CH2:13][CH2:12][CH2:11][N:8]2[C:9]3[C:5](=[CH:4][CH:3]=[C:2]([NH:1][C:24](=[O:25])[C:23]4[CH:27]=[CH:28][N:29]=[CH:30][C:22]=4[F:21])[CH:10]=3)[C:6]([CH3:20])([CH3:19])[C:7]2=[O:18])[CH2:16][CH2:17]1. Procedure: Prepared in analogy to example 26 from 6-amino-1-(3-cyclopropoxypropyl)-3,3-dimethylindolin-2-one and 3-fluoroisonicotinic acid. The title compound was obtained as yellow oil. Starting materials: C=CCSc1nnc(S)s1, N#Cc1nccnc1Cl, [H-], [Na+], CN(C)C=O, c1ccccc1. Product: C=CCSc1nnc(Sc2nccnc2C#N)s1. As a reaction SMILES: [CH2:1]([CH:2]=[CH2:3])[S:4][c:5]1[n:6][n:7][c:8]([SH:10])[s:9]1.[Cl:13][c:14]1[c:15]([C:20]#[N:21])[n:16][cH:17][cH:18][n:19]1.[H-:12].[Na+:11].[O:22]=[CH:23][N:24]([CH3:25])[CH3:26].[cH:27]1[cH:28][cH:29][cH:30][cH:31][cH:32]1>>[CH2:1]([CH:2]=[CH2:3])[S:4][c:5]1[n:6][n:7][c:8]([S:10][c:14]2[c:15]([C:20]#[N:21])[n:16][cH:17][cH:18][n:19]2)[s:9]1. The reactants are NCCNC(=O)C=1SC(=C(C1C1=C(C=C(C=C1)Cl)Cl)C#N)I (N-(2-aminoethyl)-4-cyano-3-(2,4-dichlorophenyl)-5-iodothiophene-2-carboxamide), C1(=CC=CC=C1)C (Toluene), P(=O)(Cl)(Cl)Cl (Phosphoryl chloride). Reaction conditions: temperature 120 celsius. The product is ClC1=C(C=CC(=C1)Cl)C=1C(=C(SC1C=1NCCN1)I)C#N (4-(2,4-dichlorophenyl)-5-(4,5-dihydro-1H-imidazol-2-yl)-2-iodothiophene-3-carbonitrile). The yield is 89.6%. Reaction SMILES: [NH2:1][CH2:2][CH2:3][NH:4][C:5]([C:7]1[S:8][C:9]([I:22])=[C:10]([C:20]#[N:21])[C:11]=1[C:12]1[CH:17]=[CH:16][C:15]([Cl:18])=[CH:14][C:13]=1[Cl:19])=O.C1(C)C=CC=CC=1.P(Cl)(Cl)(Cl)=O>>[Cl:19][C:13]1[CH:14]=[C:15]([Cl:18])[CH:16]=[CH:17][C:12]=1[C:11]1[C:10]([C:20]#[N:21])=[C:9]([I:22])[S:8][C:7]=1[C:5]1[NH:4][CH2:3][CH2:2][N:1]=1. Reported procedure: To a mixture of N-(2-aminoethyl)-4-cyano-3-(2,4-dichlorophenyl)-5-iodothiophene-2-carboxamide (1.16 g, 0.00249 mol) in Toluene (20 mL, 0.19 mol) in a pressure vessel was added Phosphoryl chloride (2.0 mL, 0.022 mol) and the mixture was heated at 120° C. for 3 hours. Solvent was evaporated and the residue was diluted with water, treated with 1N NaOH (10 mL) and extracted with DCM (5×50 mL). The combined DCM layers were washed with brine, dried with MgSO4, filtered and concentrated to afford the p... The reactants are Cc1ccccc1, Cc1ccc(S(=O)(=O)O)cc1, CCOC(=O)N1CCC(=O)CC1, O, Nc1nc2cccnc2n1Cc1ccco1. The product is CCOC(=O)N1CCC(Nc2nc3cccnc3n2Cc2ccco2)CC1. As a reaction SMILES: [CH3:29][c:30]1[cH:31][cH:32][cH:33][cH:34][cH:35]1.[CH3:36][c:37]1[cH:38][cH:39][c:40]([S:41](=[O:42])(=[O:43])[OH:44])[cH:45][cH:46]1.[O:1]=[C:2]1[CH2:3][CH2:4][N:5]([C:8](=[O:9])[O:10][CH2:11][CH3:12])[CH2:6][CH2:7]1.[OH2:47].[o:13]1[c:14]([CH2:18][n:19]2[c:20]([NH2:28])[n:21][c:22]3[c:23]2[n:24][cH:25][cH:26][cH:27]3)[cH:15][cH:16][cH:17]1>>[CH:2]1([NH:28][c:20]2[n:19]([CH2:18][c:14]3[o:13][cH:17][cH:16][cH:15]3)[c:23]3[c:22]([n:21]2)[cH:27][cH:26][cH:25][n:24]3)[CH2:3][CH2:4][N:5]([C:8](=[O:9])[O:10][CH2:11][CH3:12])[CH2:6][CH2:7]1. Reactants: [Br-], [Li]CCCC, CC(=O)CCc1ccccc1, CC(=O)O, COc1ccc(OC)c(C[P+](c2ccccc2)(c2ccccc2)c2ccccc2)c1, C1CCOC1. Product: COc1ccc(OC)c(C=C(C)CCc2ccccc2)c1. RXN SMILES: [Br-:6].[CH2:1]([Li:2])[CH2:3][CH2:4][CH3:5].[CH2:37]([c:38]1[cH:39][cH:40][cH:41][cH:42][cH:43]1)[CH2:44][C:45]([CH3:46])=[O:47].[CH3:48][C:49](=[O:50])[OH:51].[CH3:7][O:8][c:9]1[c:10]([CH2:11][P+:12]([c:13]2[cH:14][cH:15][cH:16][cH:17][cH:18]2)([c:19]2[cH:20][cH:21][cH:22][cH:23][cH:24]2)[c:25]2[cH:26][cH:27][cH:28][cH:29][cH:30]2)[cH:31][c:32]([O:35][CH3:36])[cH:33][cH:34]1.[O:52]1[CH2:53][CH2:54][CH2:55][CH2:56]1>>[CH3:7][O:8][c:9]1[c:10]([CH:11]=[C:45]([CH2:44][CH2:37][c:38]2[cH:39][cH:40][cH:41][cH:42][cH:43]2)[CH3:46])[cH:31][c:32]([O:35][CH3:36])[cH:33][cH:34]1.